This data is from the Open Reaction Database (ORD), a public repository of structured organic reaction records. The task is: describe an organic reaction: reactants, conditions, products, and yield Reaction SMILES: [CH3:35][S:36]([CH3:37])=[O:38].[CH3:39][CH2:40][O:41][C:42]([CH3:43])=[O:44].[ClH:34].[n:1]1([C:2](=[O:3])[O:8][CH:9]2[CH2:10][CH2:11][CH:12]([n:15]3[c:16]4[n:17][c:18](-[n:25]5[cH:26][n:27][c:28]6[c:29]5[cH:30][cH:31][cH:32][cH:33]6)[n:19][cH:20][c:21]4[nH:22][c:23]3=[O:24])[CH2:13][CH2:14]2)[cH:4][cH:5][n:6][cH:7]1>>[OH:8][CH:9]1[CH2:10][CH2:11][CH:12]([n:15]2[c:16]3[n:17][c:18](-[n:25]4[cH:26][n:27][c:28]5[c:29]4[cH:30][cH:31][cH:32][cH:33]5)[n:19][cH:20][c:21]3[nH:22][c:23]2=[O:24])[CH2:13][CH2:14]1. Reactants: CS(C)=O, CCOC(C)=O, Cl, O=C(OC1CCC(n2c(=O)[nH]c3cnc(-n4cnc5ccccc54)nc32)CC1)n1ccnc1. Yields the product O=c1[nH]c2cnc(-n3cnc4ccccc43)nc2n1C1CCC(O)CC1. The reactants are CCOC(=O)C1=C(c2c[nH]c3ccc(C#N)cc23)CCC1, CO. Product: CCOC(=O)C1CCCC1c1c[nH]c2ccc(C#N)cc12. As a reaction SMILES: [CH2:1]([CH3:2])[O:3][C:4](=[O:5])[C:6]1=[C:7]([c:11]2[cH:12][nH:13][c:14]3[cH:15][cH:16][c:17]([C:20]#[N:21])[cH:18][c:19]23)[CH2:8][CH2:9][CH2:10]1.[CH3:22][OH:23]>>[CH2:1]([CH3:2])[O:3][C:4](=[O:5])[CH:6]1[CH:7]([c:11]2[cH:12][nH:13][c:14]3[cH:15][cH:16][c:17]([C:20]#[N:21])[cH:18][c:19]23)[CH2:8][CH2:9][CH2:10]1. Starting materials: NC=1C=CC(=C(C1)C=C(C(=O)[O-])Cl)Cl (3-(5-amino-2-chlorophenyl)-2-chloroacrylate), C1(C=2C(C(=O)O1)=CC=CC2)=O (phthalic anhydride), C(C)(=O)O (acetic acid). The solvent is O (water). Product: ClC(C(=O)OCC)=CC1=C(C=CC(=C1)N1C(C=2C(C1=O)=CC=CC2)=O)Cl (Ethyl 2-Chloro-3-(2-chlor-5-phthalimidophenyl)acrylate). Reaction SMILES: [NH2:1][C:2]1[CH:3]=[CH:4][C:5]([Cl:14])=[C:6]([CH:8]=[C:9]([Cl:13])[C:10]([O-:12])=[O:11])[CH:7]=1.[C:15]1(=[O:25])[O:20][C:18](=O)[C:17]2=[CH:21][CH:22]=[CH:23][CH:24]=[C:16]12.[C:26](O)(=O)[CH3:27]>O>[Cl:13][C:9](=[CH:8][C:6]1[CH:7]=[C:2]([N:1]2[C:15](=[O:25])[C:16]3=[CH:24][CH:23]=[CH:22][CH:21]=[C:17]3[C:18]2=[O:20])[CH:3]=[CH:4][C:5]=1[Cl:14])[C:10]([O:12][CH2:26][CH3:27])=[O:11]. Procedure details: A mixture of 0.52 g of 3-(5-amino-2-chlorophenyl)-2-chloroacrylate, 0.36 g of phthalic anhydride, and 4 ml of acetic acid was heated under reflux for 2 hours under stirring. After cooling, water was added to the reaction mixture, and the precipitated solid was collected by filtration. The solid thus obtained was washed with water, dried, and purified by silica gel column chromatography (chloroform-hexane=3:1) to yield 0.71 g of the title compound (No. 18 of Table 2). Starting materials: Br, Br, O=C([O-])O, CCCCO, CN1CC(CCCCl)OC1=O, [I-], [K+], [Na+], Oc1ccccc1N1CCNCC1. Yields the product CN1CC(CCCN2CCN(c3ccccc3O)CC2)OC1=O. RXN SMILES: [BrH:1].[BrH:2].[C:27](=[O:28])([OH:29])[O-:30].[CH2:34]([OH:35])[CH2:36][CH2:37][CH3:38].[Cl:16][CH2:17][CH2:18][CH2:19][CH:20]1[CH2:21][N:22]([CH3:26])[C:23](=[O:25])[O:24]1.[I-:33].[K+:32].[Na+:31].[OH:3][c:4]1[c:5]([N:10]2[CH2:11][CH2:12][NH:13][CH2:14][CH2:15]2)[cH:6][cH:7][cH:8][cH:9]1>>[OH:3][c:4]1[c:5]([N:10]2[CH2:11][CH2:12][N:13]([CH2:17][CH2:18][CH2:19][CH:20]3[CH2:21][N:22]([CH3:26])[C:23](=[O:25])[O:24]3)[CH2:14][CH2:15]2)[cH:6][cH:7][cH:8][cH:9]1. Reactants: S1N=CC2=C1C(=CC=C2)O (benzo[d]isothiazol-7-ol), FC1=CC=C(C=2C=NSC21)OC (7-fluoro-4-methoxybenzo[d]isothiazole), Cl.N1=CC=CC=C1 (pyridine hydrochloride). Product: FC=1C=CC(=C2C=NSC21)O (7-Fluorobenzo[d]isothiazol-4-ol). The yield is 9.1%. Reaction SMILES: S1C2C(O)=CC=CC=2C=N1.[F:11][C:12]1[C:20]2[S:19][N:18]=[CH:17][C:16]=2[C:15]([O:21]C)=[CH:14][CH:13]=1.Cl.N1C=CC=CC=1>>[F:11][C:12]1[CH:13]=[CH:14][C:15]([OH:21])=[C:16]2[C:20]=1[S:19][N:18]=[CH:17]2 |f:2.3|. Procedure: A method similar to that described for the synthesis of benzo[d]isothiazol-7-ol in WO 04/043904 was used from 7-fluoro-4-methoxybenzo[d]isothiazole (500 mg, 27.32 mmol) and pyridine hydrochloride (2.5 g, 21.74 mmol) to give the title compound as grey solid (420 mg, 65%).